Dataset: the Open Reaction Database (ORD), a public repository of structured organic reaction records. Task: describe an organic reaction: reactants, conditions, products, and yield Starting materials: CC=1C=2N(C(=NC1)C1=CC(=CC=C1)[N+](=O)[O-])N=C(N2)NC(C)=O (N-[8-methyl-5-(3-nitrophenyl)[1,2,4]triazolo[1,5-c]pyrimidin-2-yl]acetamide), FC(C(=O)O)(F)F (trifluoroacetic acid), [H][H] (hydrogen). The reagents and catalysts are [Pd] (palladium on carbon). Run in C([O-])([O-])=O.[K+].[K+] (potassium carbonate). Yields the product NC=1C=C(C=CC1)C1=NC=C(C=2N1N=C(N2)NC(C)=O)C (N-[5-(3-aminophenyl)-8-methyl[1,2,4]triazolo[1,5-c]pyrimidin-2-yl]acetamide). Reaction SMILES: [CH3:1][C:2]1[C:3]2[N:4]([N:17]=[C:18]([NH:20][C:21](=[O:23])[CH3:22])[N:19]=2)[C:5]([C:8]2[CH:13]=[CH:12][CH:11]=[C:10]([N+:14]([O-])=O)[CH:9]=2)=[N:6][CH:7]=1.FC(F)(F)C(O)=O.[H][H]>[Pd].C(=O)([O-])[O-].[K+].[K+]>[NH2:14][C:10]1[CH:9]=[C:8]([C:5]2[N:4]3[N:17]=[C:18]([NH:20][C:21](=[O:23])[CH3:22])[N:19]=[C:3]3[C:2]([CH3:1])=[CH:7][N:6]=2)[CH:13]=[CH:12][CH:11]=1 |f:4.5.6|. Procedure: A 5.0 g portion of N-[8-methyl-5-(3-nitrophenyl)[1,2,4]triazolo[1,5-c]pyrimidin-2-yl]acetamide in a solution of 20 ml of trifluoroacetic acid containing 500 mg of 10% palladium on carbon catalyst was shaken under 46 lb. of hydrogen pressure on a Paar hydrogenator overnight. The mixture was filtered and the filtrate evaporated, giving an oil. This oil was neutralized with 20 ml of saturated aqueous potassium carbonate, saturated with salt and extracted into 100 ml of ethyl acetate. The organic ph... Reactants: ClCCCl, COC(=O)C(N)Cc1ccc(-c2ccccc2OC)cc1, CCN(C(C)C)C(C)C, Cl, CN(C)C=O, On1nnc2ccccc21, CC(C(=O)O)c1ccccc1. The product is COC(=O)C(Cc1ccc(-c2ccccc2OC)cc1)NC(=O)C(C)c1ccccc1. As a reaction SMILES: [CH2:58]([Cl:59])[CH2:60][Cl:61].[CH3:2][O:3][C:4]([CH:5]([NH2:6])[CH2:7][c:8]1[cH:9][cH:10][c:11](-[c:14]2[c:15]([O:20][CH3:21])[cH:16][cH:17][cH:18][cH:19]2)[cH:12][cH:13]1)=[O:22].[CH:44]([N:45]([CH2:46][CH3:47])[CH:48]([CH3:49])[CH3:50])([CH3:51])[CH3:52].[ClH:1].[O:53]=[CH:54][N:55]([CH3:56])[CH3:57].[OH:34][n:35]1[c:36]2[c:37]([cH:38][cH:39][cH:40][cH:41]2)[n:42][n:43]1.[c:23]1([CH:29]([C:30](=[O:31])[OH:32])[CH3:33])[cH:24][cH:25][cH:26][cH:27][cH:28]1>>[CH3:2][O:3][C:4]([CH:5]([NH:6][C:30]([CH:29]([c:23]1[cH:24][cH:25][cH:26][cH:27][cH:28]1)[CH3:33])=[O:31])[CH2:7][c:8]1[cH:9][cH:10][c:11](-[c:14]2[c:15]([O:20][CH3:21])[cH:16][cH:17][cH:18][cH:19]2)[cH:12][cH:13]1)=[O:22].